The task is: describe an organic reaction: reactants, conditions, products, and yield. This data is from the Open Reaction Database (ORD), a public repository of structured organic reaction records. The reactants are C(CC1=CC=CC=C1)N (phenethylamine), ClC=1C2=C(N=C(N1)C1=CC=NC=C1)SC(=C2)C (4-chloro-2-(pyridin-4-yl)-6-methyl-thieno-[2,3-d]-pyrimidine). Product: N1=CC=C(C=C1)C=1N=C(C2=C(N1)SC(=C2)C)NCCC2=CC=CC=C2 (2-(pyridin-4-yl)-4-phenethylamino-6-methyl-thieno-[2,3-d]-pyrimidine). As a reaction SMILES: [CH2:1]([NH2:9])[CH2:2][C:3]1[CH:8]=[CH:7][CH:6]=[CH:5][CH:4]=1.Cl[C:11]1[C:12]2[CH:25]=[C:24]([CH3:26])[S:23][C:13]=2[N:14]=[C:15]([C:17]2[CH:22]=[CH:21][N:20]=[CH:19][CH:18]=2)[N:16]=1>>[N:20]1[CH:19]=[CH:18][C:17]([C:15]2[N:16]=[C:11]([NH:9][CH2:1][CH2:2][C:3]3[CH:8]=[CH:7][CH:6]=[CH:5][CH:4]=3)[C:12]3[CH:25]=[C:24]([CH3:26])[S:23][C:13]=3[N:14]=2)=[CH:22][CH:21]=1. Procedure details: With the procedure of Example 1, the reaction of phenethylamine with 4-chloro-2-(pyridin-4-yl)-6-methyl-thieno-[2,3-d]-pyrimidine yields 2-(pyridin-4-yl)-4-phenethylamino-6-methyl-thieno-[2,3-d]-pyrimidine. Reactants: C=O (formaldehyde), C1(C=CC(N1)=O)=O (maleimide). Reagents/catalysts: C([O-])([O-])=O.[K+].[K+] (potassium carbonate). The solvent is O (water). The product is OCN1C(C=CC1=O)=O (N-hydroxymethylmaleimide). RXN SMILES: [CH2:1]=[O:2].[C:3]1(=[O:9])[NH:7][C:6](=[O:8])[CH:5]=[CH:4]1>C(=O)([O-])[O-].[K+].[K+].O>[OH:2][CH2:1][N:7]1[C:6](=[O:8])[CH:5]=[CH:4][C:3]1=[O:9] |f:2.3.4|. Reported procedure: A mixture of 125 grams of water, 26 ml. of 37% aqueous formaldehyde solution, 25 grams of maleimide, and 0.1 gram of anhydrous potassium carbonate was heated at its reflux temperature for 90 minutes, cooled to ambient temperature, and filtered. After removal of the water by heating under vacuum, there was obtained 32 grams of N-hydroxymethylmaleimide. The reactants are CCOC(=O)CC(C)C, [Li]CCCC, CCCCCC, CC(C)NC(C)C, C[Si](C)(C)Cl, C1CCOC1. The product is CCOC(=CC(C)C)O[Si](C)(C)C. Reaction SMILES: [C:13]([CH2:14][CH:15]([CH3:16])[CH3:17])(=[O:18])[O:19][CH2:20][CH3:21].[CH2:8]([Li:9])[CH2:10][CH2:11][CH3:12].[CH3:27][CH2:28][CH2:29][CH2:30][CH2:31][CH3:32].[CH:1]([NH:2][CH:3]([CH3:4])[CH3:5])([CH3:6])[CH3:7].[Cl:22][Si:23]([CH3:24])([CH3:25])[CH3:26].[O:33]1[CH2:34][CH2:35][CH2:36][CH2:37]1>>[C:13](=[CH:14][CH:15]([CH3:16])[CH3:17])([O:18][Si:23]([CH3:24])([CH3:25])[CH3:26])[O:19][CH2:20][CH3:21]. The reactants are C(C1=CC=CC=C1)OC(N(CCCCC=1C=NC=CC1)CCC1=C(NC2=CC=C(C=C12)C(C)(C)C(N(CCCC)CCCC)=O)C1=CC(=CC(=C1)C)C)=O ([2-[5-(1-dibutylcarbamoyl-1-methylethyl)-2-(3,5-dimethylphenyl)-1H-indol-3-yl]ethyl]-[4-(pyridin-3-yl)butyl]carbamic acid benzyl ester), CCO (EtOH). The reagents and catalysts are [Pd] (palladium on carbon). The solvent is CCOC(=O)C (EtOAc). Run at time 6 hour. Yields the product CC=1C=C(C=C(C1)C)C=1NC2=CC=C(C=C2C1CCNCCCCC=1C=NC=CC1)C(C(=O)N(CCCC)CCCC)(C)C (2-[2-(3,5-dimethylphenyl)-3-[2-[4-(pyridin-3-yl)-butylamino]ethyl]-1H-indol-5-yl]-N,N-dibutylisobutyramide). As a reaction SMILES: C(OC(=O)[N:10]([CH2:21][CH2:22][C:23]1[C:31]2[C:26](=[CH:27][CH:28]=[C:29]([C:32]([C:35](=[O:45])[N:36]([CH2:41][CH2:42][CH2:43][CH3:44])[CH2:37][CH2:38][CH2:39][CH3:40])([CH3:34])[CH3:33])[CH:30]=2)[NH:25][C:24]=1[C:46]1[CH:51]=[C:50]([CH3:52])[CH:49]=[C:48]([CH3:53])[CH:47]=1)[CH2:11][CH2:12][CH2:13][CH2:14][C:15]1[CH:16]=[N:17][CH:18]=[CH:19][CH:20]=1)C1C=CC=CC=1.CCO>[Pd].CCOC(C)=O>[CH3:53][C:48]1[CH:47]=[C:46]([C:24]2[NH:25][C:26]3[C:31]([C:23]=2[CH2:22][CH2:21][NH:10][CH2:11][CH2:12][CH2:13][CH2:14][C:15]2[CH:16]=[N:17][CH:18]=[CH:19][CH:20]=2)=[CH:30][C:29]([C:32]([CH3:33])([CH3:34])[C:35]([N:36]([CH2:37][CH2:38][CH2:39][CH3:40])[CH2:41][CH2:42][CH2:43][CH3:44])=[O:45])=[CH:28][CH:27]=3)[CH:51]=[C:50]([CH3:52])[CH:49]=1. Procedure details: A mixture of 76.5 mg (0.105 mmol) of [2-[5-(1-dibutylcarbamoyl-1-methylethyl)-2-(3,5-dimethylphenyl)-1H-indol-3-yl]ethyl]-[4-(pyridin-3-yl)butyl]carbamic acid benzyl ester, 40 mg of 10% palladium on carbon, 4 ml of absolute EtOH, and 4 ml of EtOAc was shaken with H2 (approx. 47 psig) in a pressure vessel for 6 hours. The catalyst was removed by filtration through Celite under N2, and the filtrate was concentrated in vacuo at room temperature. The residue was purified by preparative TLC on 4 Anal... Reactants: N (ammonia), C=1C=CC2=C(C1)N=NN2O (HOBt), C(CCl)Cl (EDC), ClC1=C(C=CC=C1)C(C(=O)O)N1N=NC(=C1)CN1N=C(N(C1=O)C[C@@H](C(F)(F)F)O)C1=CC=C(C=C1)Cl ((2-Chlorophenyl)[4-({3-(4-chlorophenyl)-5-oxo-4-[(2S)-3,3,3-trifluoro-2-hydroxypropyl]-4,5-dihydro-1H-1,2,4-triazol-1-yl}methyl)-1H-1,2,3-triazol-1-yl]acetic acid). The solvent is CN(C)C=O (DMF). Run at time 10 minute. Product: ClC1=C(C=CC=C1)C(C(=O)N)N1N=NC(=C1)CN1N=C(N(C1=O)C[C@@H](C(F)(F)F)O)C1=CC=C(C=C1)Cl (2-(2-Chlorophenyl)-2-[4-({3-(4-chlorophenyl)-5-oxo-4-[(2S)-3,3,3-trifluoro-2-hydroxypropyl]-4,5-dihydro-1H-1,2,4-triazol-1-yl}methyl)-1H-1,2,3-triazol-1-yl]acetamide). RXN SMILES: [Cl:1][C:2]1[CH:7]=[CH:6][CH:5]=[CH:4][C:3]=1[CH:8]([N:12]1[CH:16]=[C:15]([CH2:17][N:18]2[C:22](=[O:23])[N:21]([CH2:24][C@H:25]([OH:30])[C:26]([F:29])([F:28])[F:27])[C:20]([C:31]3[CH:36]=[CH:35][C:34]([Cl:37])=[CH:33][CH:32]=3)=[N:19]2)[N:14]=[N:13]1)[C:9](O)=[O:10].C1C=CC2N(O)N=NC=2C=1.C(Cl)CCl.[NH3:52]>CN(C=O)C>[Cl:1][C:2]1[CH:7]=[CH:6][CH:5]=[CH:4][C:3]=1[CH:8]([N:12]1[CH:16]=[C:15]([CH2:17][N:18]2[C:22](=[O:23])[N:21]([CH2:24][C@H:25]([OH:30])[C:26]([F:29])([F:28])[F:27])[C:20]([C:31]3[CH:36]=[CH:35][C:34]([Cl:37])=[CH:33][CH:32]=3)=[N:19]2)[N:14]=[N:13]1)[C:9]([NH2:52])=[O:10]. Procedure details: 25 mg (0.045 mmol) of the compound from Example 104 were initially charged in 1 ml of DMF, and 9 mg (0.058 mmol) of HOBt and 11 mg (0.058 mmol) of EDC were added. After 10 min of stirring at RT, 0.5 ml (0.90 mmol) of ammonia solution (35% strength in water) was added, and the reaction was stirred at RT for 16 h. The reaction mixture was then purified directly, without any further work-up, by chromatography [Method 19]. This gave 10 mg (40% of theory) of the target compound. Starting materials: [H-].CN1C(CNCC1)[Al+]C1N(CCNC1)C (Bis(N-methylpiperazinyl)aluminum hydride), [Na+].[Cl-] (NaCl), C(=O)(OC(C)(C)C)NC1(CC1)C(=O)O (N-Boc-1-amino-1-cyclopropanecarboxylic acid), [H-] (hydride). Solvent: O1CCCC1 (tetrahydrofuran), CCOCC (Ether). Run at temperature 0 celsius. Yields the product C(=O)(OC(C)(C)C)NC1(CC1)C=O (N-Boc-1-amino-1-cyclopropanecarboxaldehyde). Reaction SMILES: [C:1]([NH:8][C:9]1([C:12](O)=[O:13])[CH2:11][CH2:10]1)([O:3][C:4]([CH3:7])([CH3:6])[CH3:5])=[O:2].[H-].CN1CCNCC1[Al+]C1CNCCN1C.[H-].[Na+].[Cl-]>O1CCCC1.CCOCC>[C:1]([NH:8][C:9]1([CH:12]=[O:13])[CH2:11][CH2:10]1)([O:3][C:4]([CH3:7])([CH3:6])[CH3:5])=[O:2] |f:1.2,4.5|. Procedure details: N-Boc-1-amino-1-cyclopropanecarboxylic acid is dissolved in tetrahydrofuran and stirred at 0° C. under argon. Bis(N-methylpiperazinyl)aluminum hydride is added and the reaction mixture is heated to reflux overnight. Ether is then added, and the excess hydride is quenced with saturated NaCl. The aqueous phase is separated and extracted with ether. The combined organic phases are washed with 2M NaOH, 2M HCl and saturated NaCl. The solution is dried over Na2SO4 and evaporated to yield N-Boc-1-amino...